From a dataset of the Open Reaction Database (ORD), a public repository of structured organic reaction records. describe an organic reaction: reactants, conditions, products, and yield The reactants are CC(=O)Cc1cccc(OC(C(=O)O)C(C)(C)C)c1, O=C(O)C(F)(F)F. The product is CC(=O)Cc1cccc(OCC(=O)O)c1. As a reaction SMILES: [C:1]([CH3:2])([CH3:3])([CH3:4])[CH:5]([O:6][c:7]1[cH:8][c:9]([CH2:13][C:14]([CH3:15])=[O:16])[cH:10][cH:11][cH:12]1)[C:17](=[O:18])[OH:19].[OH:20][C:21]([C:22]([F:23])([F:24])[F:25])=[O:26]>>[CH2:5]([O:6][c:7]1[cH:8][c:9]([CH2:13][C:14]([CH3:15])=[O:16])[cH:10][cH:11][cH:12]1)[C:17](=[O:18])[OH:19].